Dataset: the Open Reaction Database (ORD), a public repository of structured organic reaction records. Task: describe an organic reaction: reactants, conditions, products, and yield Reactants: B(Br)(Br)Br (boron tribromide), FC(S(=O)(=O)NCCC1=CC(=CC=C1)OC)(F)F (1,1,1-trifluoro-N-[2-(3-methoxyphenyl)ethyl]methanesulfonamide), CO (methanol). Run in C(Cl)Cl (methylene chloride), C(Cl)Cl (methylene chloride). The product is FC(S(=O)(=O)NCCC1=CC(=CC=C1)O)(F)F (1,1,1-Trifluoro-N-[2-(3-hydroxyphenyl)ethyl]methanesulfonamide). Isolated yield 99.6%. RXN SMILES: [F:1][C:2]([F:18])([F:17])[S:3]([NH:6][CH2:7][CH2:8][C:9]1[CH:14]=[CH:13][CH:12]=[C:11]([O:15]C)[CH:10]=1)(=[O:5])=[O:4].B(Br)(Br)Br.CO>C(Cl)Cl>[F:17][C:2]([F:1])([F:18])[S:3]([NH:6][CH2:7][CH2:8][C:9]1[CH:14]=[CH:13][CH:12]=[C:11]([OH:15])[CH:10]=1)(=[O:4])=[O:5]. Procedure details: A solution of 12.5 g (0.044 mol) of 1,1,1-trifluoro-N-[2-(3-methoxyphenyl)ethyl]methanesulfonamide in 150 ml of methylene chloride is cooled to -40° C. A solution of boron tribromide in methylene chloride (90 ml, 0.09 mol) is added from a dropping funnel and the mixture is allowed to warm to room temperature. The solution is concentrated in vacuo to obtain a residue, which is rapidly added to 50 ml of methanol. The solution is concentrated in vacuo to obtain 11.8 g (100%) of an oil, MS (CI) 270 ... Reaction SMILES: [CH3:10][N:11]([C:12](=[O:13])[Cl:14])[c:15]1[cH:16][cH:17][cH:18][cH:19][cH:20]1.[Cl:21][CH2:22][Cl:23].[OH:1][CH2:2][c:3]1[cH:4][cH:5][c:6]([OH:9])[cH:7][cH:8]1>>[OH:1][CH2:2][c:3]1[cH:4][cH:5][c:6]([O:9][C:12]([N:11]([CH3:10])[c:15]2[cH:16][cH:17][cH:18][cH:19][cH:20]2)=[O:13])[cH:7][cH:8]1. Starting materials: CN(C(=O)Cl)c1ccccc1, ClCCl, OCc1ccc(O)cc1. Yields the product CN(C(=O)Oc1ccc(CO)cc1)c1ccccc1. The reactants are FC1=C(C(=C(C(=C1OC(NC1=CC(=NC(=C1)C)CC)=O)F)F)F)F ((2-ethyl-6-methyl-pyridin-4-yl)-carbamic acid pentafluorophenyl ester), NCCN1CCC(CC1)N(S(=O)(=O)C1=CC=C(C=C1)F)CCC (N-[1-(2-amino-ethyl)-piperidin-4-yl]-4-fluoro-N-propyl-benzenesulfonamide). Run at time 15 hour. Yields the product C(C)C1=NC(=CC(=C1)NC(NCCN1CCC(CC1)N(S(=O)(=O)C1=CC=C(C=C1)F)CCC)=O)C (N-(1-{2-[3-(2-Ethyl-6-methyl-pyridin-4-yl)-ureido]-ethyl}-piperidin-4-yl)-4-fluoro-N-propyl-benzenesulfonamide). As a reaction SMILES: FC1C(O[C:9](=[O:20])[NH:10][C:11]2[CH:16]=[C:15]([CH3:17])[N:14]=[C:13]([CH2:18][CH3:19])[CH:12]=2)=C(F)C(F)=C(F)C=1F.[NH2:25][CH2:26][CH2:27][N:28]1[CH2:33][CH2:32][CH:31]([N:34]([CH2:45][CH2:46][CH3:47])[S:35]([C:38]2[CH:43]=[CH:42][C:41]([F:44])=[CH:40][CH:39]=2)(=[O:37])=[O:36])[CH2:30][CH2:29]1>>[CH2:18]([C:13]1[CH:12]=[C:11]([NH:10][C:9](=[O:20])[NH:25][CH2:26][CH2:27][N:28]2[CH2:33][CH2:32][CH:31]([N:34]([CH2:45][CH2:46][CH3:47])[S:35]([C:38]3[CH:39]=[CH:40][C:41]([F:44])=[CH:42][CH:43]=3)(=[O:36])=[O:37])[CH2:30][CH2:29]2)[CH:16]=[C:15]([CH3:17])[N:14]=1)[CH3:19]. Procedure: To a solution of (2-ethyl-6-methyl-pyridin-4-yl)-carbamic acid pentafluorophenyl ester (Example C13., 0.2M, 3 mL, 0.6 mmol) is added a solution of N-[1-(2-amino-ethyl)-piperidin-4-yl]-4-fluoro-N-propyl-benzenesulfonamide (Example B6., 182 mg, 0.53 mmol). The mixture is stirred at r.t. for 15 h. The mixture is evaporated and the residue purified by HPLC to provide the title compound. The reactants are N1=CC(=CC=C1)C(=CC(=O)OCC)NCCCCCC(=O)OCC (ethyl β-(3-pyridyl)-β-(5-ethoxycarbonylpentylamino)acrylate), CC(=O)OCC1=C2C=CC=CC2=C(C3=CC=CC=C31)COC(=O)C (acetic), C1(C=CC(C=C1)=O)=O (p-benzoquinone), C([O-])(O)=O.[Na+] (sodium bicarbonate). Solvent: O (water). Product: C(C)OC(=O)CCCCCC1=C2C(=C(NC2=CC=C1O)C=1C=NC=CC1)C(=O)OCC (5-ethoxycarbonylpentyl-3-ethoxycarbonyl-5-hydroxy-2-(3-pyridyl)indole). Reaction SMILES: [N:1]1[CH:6]=[CH:5][CH:4]=[C:3]([C:7]([NH:14][CH2:15][CH2:16][CH2:17][CH2:18][CH2:19][C:20](OCC)=O)=[CH:8][C:9]([O:11][CH2:12][CH3:13])=[O:10])[CH:2]=1.[C:25]1(=[O:32])[CH:30]=[CH:29][C:28](=O)[CH:27]=[CH:26]1.C(=O)(O)[O-:34].[Na+].[CH3:38][C:39](OCC1C2C(=CC=CC=2)C(COC(C)=O)=C2C=1C=CC=C2)=[O:40]>O>[CH2:39]([O:40][C:25]([CH2:30][CH2:29][CH2:28][CH2:27][CH2:26][C:19]1[C:18]([OH:34])=[CH:17][CH:16]=[C:15]2[C:20]=1[C:8]([C:9]([O:11][CH2:12][CH3:13])=[O:10])=[C:7]([C:3]1[CH:2]=[N:1][CH:6]=[CH:5][CH:4]=1)[NH:14]2)=[O:32])[CH3:38] |f:2.3|. Procedure: A solution of 0.334 g of ethyl β-(3-pyridyl)-β-(5-ethoxycarbonylpentylamino)acrylate and 0.108 g of p-benzoquinone in 1 ml of glacial acetic (according to the general procedure as described in J. Chem. Soc. C 1968, 1795) is heated at 60° for 4 hours. The reaction mixture is cooled, diluted with 10 ml of water, neutralized to pH 7 with saturated sodium bicarbonate solution and extracted with methylene chloride. The methylene chloride extract is dried, evaporated to dryness and the resulting produ...